Dataset: the Open Reaction Database (ORD), a public repository of structured organic reaction records. Task: describe an organic reaction: reactants, conditions, products, and yield The reactants are O=Cc1ccc2c(cnn2Cc2ccc(C(F)(F)F)cc2C(F)(F)F)c1, O=C1CSC(=S)N1. Yields the product O=C1NC(=S)SC1=Cc1ccc2c(cnn2Cc2ccc(C(F)(F)F)cc2C(F)(F)F)c1. Reaction SMILES: [F:1][C:2]([c:3]1[c:4]([CH2:5][n:6]2[n:7][cH:8][c:9]3[cH:10][c:11]([CH:15]=[O:16])[cH:12][cH:13][c:14]23)[cH:17][cH:18][c:19]([C:21]([F:22])([F:23])[F:24])[cH:20]1)([F:25])[F:26].[S:27]=[C:28]1[S:29][CH2:30][C:31](=[O:33])[NH:32]1>>[F:1][C:2]([c:3]1[c:4]([CH2:5][n:6]2[n:7][cH:8][c:9]3[cH:10][c:11]([CH:15]=[C:30]4[S:29][C:28](=[S:27])[NH:32][C:31]4=[O:33])[cH:12][cH:13][c:14]23)[cH:17][cH:18][c:19]([C:21]([F:22])([F:23])[F:24])[cH:20]1)([F:25])[F:26]. Starting materials: FC=1C2=CC(=CC=C2C=2C=CC(=CC2C1)O)CCCCCCCC (9-fluoro-7-octylphenanthren-2-ol), F[C@H](CO)CCCCCC (2-(S)-fluorooctan-1-ol). The product is FC=1C2=CC(=CC=C2C=2C=CC(=CC2C1)OC[C@H](CCCCCC)F)CCCCCCCC (9-Fluoro-2-(2-(S)-fluorooctyloxy)-7-octylphenanthrene). Reaction SMILES: [F:1][C:2]1[C:3]2[C:8]([C:9]3[CH:10]=[CH:11][C:12]([OH:16])=[CH:13][C:14]=3[CH:15]=1)=[CH:7][CH:6]=[C:5]([CH2:17][CH2:18][CH2:19][CH2:20][CH2:21][CH2:22][CH2:23][CH3:24])[CH:4]=2.[F:25][C@@H:26]([CH2:29][CH2:30][CH2:31][CH2:32][CH2:33][CH3:34])[CH2:27]O>>[F:1][C:2]1[C:3]2[C:8]([C:9]3[CH:10]=[CH:11][C:12]([O:16][CH2:27][C@@H:26]([F:25])[CH2:29][CH2:30][CH2:31][CH2:32][CH2:33][CH3:34])=[CH:13][C:14]=3[CH:15]=1)=[CH:7][CH:6]=[C:5]([CH2:17][CH2:18][CH2:19][CH2:20][CH2:21][CH2:22][CH2:23][CH3:24])[CH:4]=2. Procedure details: From 9-fluoro-7-octylphenanthren-2-ol by reaction with 2-(S)-fluorooctan-1-ol by Mitsunobu reaction. Reactants: CCOC(=O)CC(=O)[O-], C(=NC1CCCCC1)=NC1CCCCC1, CCOC(C)=O, ClC(Cl)Cl, CC(C)(C)OC(=O)NCCCN(CCCCN)C(=O)OC(C)(C)C. Product: CCOC(=O)CC(=O)NCCCCN(CCCNC(=O)OC(C)(C)C)C(=O)OC(C)(C)C. Reaction SMILES: [C:25]([CH2:26][C:27](=[O:28])[O-:29])(=[O:30])[O:31][CH2:32][CH3:33].[CH2:34]1[CH2:35][CH2:36][CH:37]([N:38]=[C:39]=[N:40][CH:41]2[CH2:42][CH2:43][CH2:44][CH2:45][CH2:46]2)[CH2:47][CH2:48]1.[CH3:49][CH2:50][O:51][C:52](=[O:53])[CH3:54].[CH:55]([Cl:56])([Cl:57])[Cl:58].[NH2:1][CH2:2][CH2:3][CH2:4][CH2:5][N:6]([CH2:7][CH2:8][CH2:9][NH:10][C:11](=[O:12])[O:13][C:14]([CH3:15])([CH3:16])[CH3:17])[C:18](=[O:19])[O:20][C:21]([CH3:22])([CH3:23])[CH3:24]>>[NH:1]([CH2:2][CH2:3][CH2:4][CH2:5][N:6]([CH2:7][CH2:8][CH2:9][NH:10][C:11](=[O:12])[O:13][C:14]([CH3:15])([CH3:16])[CH3:17])[C:18](=[O:19])[O:20][C:21]([CH3:22])([CH3:23])[CH3:24])[C:27]([CH2:26][C:25](=[O:30])[O:31][CH2:32][CH3:33])=[O:28]. Reactants: C([O-])(O)=O.[Na+] (Sodium bicarbonate), CC(=O)C.CCCCCC (acetone hexane), ClC1=C(C=CC(=C1)Cl)C=1NC(=CN1)C(F)(F)F (2-(2,4-dichlorophenyl)-5-trifluoromethylimidazole), BrBr (bromine), BrBr (bromine). The reagents and catalysts are O (water). The solvent is O (Water), C(Cl)(Cl)Cl (chloroform). Product: BrC=1N=C(NC1C(F)(F)F)C1=C(C=C(C=C1)Cl)Cl (4-Bromo-2-(2,4-dichlorophenyl)-5-trifluoromethylimidazole). Reaction SMILES: C(=O)(O)[O-].[Na+].[Cl:6][C:7]1[CH:12]=[C:11]([Cl:13])[CH:10]=[CH:9][C:8]=1[C:14]1[NH:15][C:16]([C:19]([F:22])([F:21])[F:20])=[CH:17][N:18]=1.[Br:23]Br.CC(C)=O.CCCCCC>O.C(Cl)(Cl)Cl>[Br:23][C:17]1[N:18]=[C:14]([C:8]2[CH:9]=[CH:10][C:11]([Cl:13])=[CH:12][C:7]=2[Cl:6])[NH:15][C:16]=1[C:19]([F:21])([F:22])[F:20] |f:0.1,4.5|. Procedure: Sodium bicarbonate is made into a paste by adding a few drops of water to 1.5 g (9.4 mol). The 2-(2,4-dichlorophenyl)-5-trifluoromethylimidazole is dissolved in 100 ml chloroform and added to the flask containing the paste. 1.5 g of bromine is added and stirred. TLC on alumina using 50:50 acetone-hexane clearly differentiates starting material from product. Additional bromine is added until starting material is no longer present (0.1 g). Water is added and the organic phase removed. The layer is... Run at temperature 0 celsius, time 5 minute. The reactants are S1C(=CC=C1)S(=O)(=O)Cl (thiophene-2-sulfonyl chloride), NC1=C(C(=NO1)C)Br (5-amino-4-bromo-3-methylisoxazole), [H-].[Na+] (sodium hydride). Reported procedure: A solution of 5-amino-4-bromo-3-methylisoxazole (177 mg, 1.0 mmol) in dry tetrahydrofuran (THF, 2 ml) was added to a suspension of sodium hydride (60% dispersion in mineral oil, 90 mg, 2.2 mmol) in dry THF (1 ml) at 0°-5° C. After stirring at 0°-5° C. for 5 min., the reaction was stirred at room temperature for 10 min to complete the reaction. The reaction mixture was re-cooled to 0° C. and thiophene-2-sulfonyl chloride (200 mg, 1.1 mmol) dissolved in dry THF (2 ml) was added dropwise. Stirring ... Reaction SMILES: [NH2:1][C:2]1[O:6][N:5]=[C:4]([CH3:7])[C:3]=1[Br:8].[H-].[Na+].[S:11]1[CH:15]=[CH:14][CH:13]=[C:12]1[S:16](Cl)(=[O:18])=[O:17]>O1CCCC1>[Br:8][C:3]1[C:4]([CH3:7])=[N:5][O:6][C:2]=1[NH:1][S:16]([C:12]1[S:11][CH:15]=[CH:14][CH:13]=1)(=[O:18])=[O:17] |f:1.2|. Run in O1CCCC1 (THF), O1CCCC1 (tetrahydrofuran), O1CCCC1 (THF). Product: BrC=1C(=NOC1NS(=O)(=O)C=1SC=CC1)C (N-(4-bromo-3-methyl-5-isoxazolyl)thiophene-2-sulfonamide).